Dataset: the Open Reaction Database (ORD), a public repository of structured organic reaction records. Task: describe an organic reaction: reactants, conditions, products, and yield The reactants are B, C1CCOC1, CSC, COc1ccc(CC(=O)O)cc1OC, O. The product is COc1ccc(CCO)cc1OC. Reaction SMILES: [BH3:18].[CH2:20]1[O:21][CH2:22][CH2:23][CH2:24]1.[CH3:15][S:16][CH3:17].[CH3:1][O:2][c:3]1[cH:4][c:5]([CH2:11][C:12](=[O:13])[OH:14])[cH:6][cH:7][c:8]1[O:9][CH3:10].[OH2:19]>>[CH3:1][O:2][c:3]1[cH:4][c:5]([CH2:11][CH2:12][OH:13])[cH:6][cH:7][c:8]1[O:9][CH3:10]. Starting materials: FC=1C=C2C(=C(C(=NC2=CC1)C(C)NC(OC(C)(C)C)=O)C1=NC=CC=C1)C=1OC(=NN1)C (tert-butyl 1-(6-fluoro-4-(5-methyl-1,3,4-oxadiazol-2-yl)-3-(pyridin-2-yl)quinolin-2-yl)ethylcarbamate), solution, O1CCOCC1 (1,4-dioxane). The solvent is C(Cl)Cl (DCM), Cl (hydrochloric acid). Run at time 24 hour. The product is FC=1C=C2C(=C(C(=NC2=CC1)C(C)N)C1=NC=CC=C1)C=1OC(=NN1)C (1-(6-fluoro-4-(5-methyl-1,3,4-oxadiazol-2-yl)-3-(pyridin-2-yl)-quinolin-2-yl)ethanamine). RXN SMILES: [F:1][C:2]1[CH:3]=[C:4]2[C:9](=[CH:10][CH:11]=1)[N:8]=[C:7]([CH:12]([NH:14]C(=O)OC(C)(C)C)[CH3:13])[C:6]([C:22]1[CH:27]=[CH:26][CH:25]=[CH:24][N:23]=1)=[C:5]2[C:28]1[O:29][C:30]([CH3:33])=[N:31][N:32]=1.O1CCOCC1>C(Cl)Cl.Cl>[F:1][C:2]1[CH:3]=[C:4]2[C:9](=[CH:10][CH:11]=1)[N:8]=[C:7]([CH:12]([NH2:14])[CH3:13])[C:6]([C:22]1[CH:27]=[CH:26][CH:25]=[CH:24][N:23]=1)=[C:5]2[C:28]1[O:29][C:30]([CH3:33])=[N:31][N:32]=1. Reported procedure: A mixture of tert-butyl 1-(6-fluoro-4-(5-methyl-1,3,4-oxadiazol-2-yl)-3-(pyridin-2-yl)quinolin-2-yl)ethylcarbamate (0.252 g, 0.561 mmol) in DCM (1.121 mL) and hydrochloric acid, 4M solution in 1,4-dioxane (2.80 mL, 11.21 mmol) was stirred at rt. After 24 h, the mixture was partitioned between DCM (50 mL) and water (50 mL). The acidic aq mixture was washed with DCM (30 mL×2) to remove organic impurities. The aq layer was basified to ˜pH 13 with 10N NaOH (1 mL) and extracted with DCM (50 mL×3). Th... The reactants are O=C(O)c1ncsc1C=CSC(c1ccccc1)(c1ccccc1)c1ccccc1, N#CC1CNC1, Cl. Yields the product N#CC1CN(C(=O)c2ncsc2C=CSC(c2ccccc2)(c2ccccc2)c2ccccc2)C1. Reaction SMILES: [C:1](=[O:2])([OH:3])[c:4]1[n:5][cH:6][s:7][c:8]1[CH:9]=[CH:10][S:11][C:12]([c:13]1[cH:14][cH:15][cH:16][cH:17][cH:18]1)([c:19]1[cH:20][cH:21][cH:22][cH:23][cH:24]1)[c:25]1[cH:26][cH:27][cH:28][cH:29][cH:30]1.[C:32](#[N:33])[CH:34]1[CH2:35][NH:36][CH2:37]1.[ClH:31]>>[C:1](=[O:2])([c:4]1[n:5][cH:6][s:7][c:8]1[CH:9]=[CH:10][S:11][C:12]([c:13]1[cH:14][cH:15][cH:16][cH:17][cH:18]1)([c:19]1[cH:20][cH:21][cH:22][cH:23][cH:24]1)[c:25]1[cH:26][cH:27][cH:28][cH:29][cH:30]1)[N:36]1[CH2:35][CH:34]([C:32]#[N:33])[CH2:37]1.